From a dataset of the Open Reaction Database (ORD), a public repository of structured organic reaction records. describe an organic reaction: reactants, conditions, products, and yield The reactants are FC(C(=O)O)(F)F (Trifluoroacetic acid), OC1=C(C(=O)NC2=C(C(=O)OC(C)(C)C)C=CC(=C2)C2=CC=CC=C2)C=CC(=C1)N1CCCCC1 (tert-butyl 2-(2-hydroxy-4-(piperidin-1-yl)benzamido)-4-phenylbenzoate). Run at time 4 hour. Product: OC1=C(C(=O)NC2=C(C(=O)O)C=CC(=C2)C2=CC=CC=C2)C=CC(=C1)N1CCCCC1 (2-(2-hydroxy-4-(piperidin-1-yl)benzamido)-4-phenylbenzoic acid). Isolated yield 85.1%. As a reaction SMILES: FC(F)(F)C(O)=O.[OH:8][C:9]1[CH:36]=[C:35]([N:37]2[CH2:42][CH2:41][CH2:40][CH2:39][CH2:38]2)[CH:34]=[CH:33][C:10]=1[C:11]([NH:13][C:14]1[CH:26]=[C:25]([C:27]2[CH:32]=[CH:31][CH:30]=[CH:29][CH:28]=2)[CH:24]=[CH:23][C:15]=1[C:16]([O:18]C(C)(C)C)=[O:17])=[O:12]>>[OH:8][C:9]1[CH:36]=[C:35]([N:37]2[CH2:42][CH2:41][CH2:40][CH2:39][CH2:38]2)[CH:34]=[CH:33][C:10]=1[C:11]([NH:13][C:14]1[CH:26]=[C:25]([C:27]2[CH:32]=[CH:31][CH:30]=[CH:29][CH:28]=2)[CH:24]=[CH:23][C:15]=1[C:16]([OH:18])=[O:17])=[O:12]. Procedure: Trifluoroacetic acid (5.0 mL) was added to the obtained tert-butyl 2-(2-hydroxy-4-(piperidin-1-yl)benzamido)-4-phenylbenzoate (0.084 g), followed by stirring at room temperature for 4 hours. The solvent was evaporated under reduced pressure, and water and ethyl acetate were added to the residue, followed by adjusting the pH to 6.5 with a saturated aqueous solution of sodium bicarbonate. The organic layer was separated, washed with a saturated aqueous solution of sodium chloride, and dried over a...